Dataset: the Open Reaction Database (ORD), a public repository of structured organic reaction records. Task: describe an organic reaction: reactants, conditions, products, and yield Starting materials: CC(C)N1N=C(C(=C1)C(=O)O)C (1-(1-methylethyl)-3-methyl-1H-pyrazole-4-carboxylic acid), C[Si](C)(C)C=[N+]=[N-] (trimethylsilyldiazomethane). Solvent: C1=CC=CC=C1 (benzene), CO (methanol). Reaction conditions: time 3 hour. Product: CC(C)N1N=C(C(=C1)C(=O)OC)C (Methyl 1-(1-methylethyl)-3-methyl-1H-pyrazole-4-carboxylate). Isolated yield 100.0%. As a reaction SMILES: [CH3:1][CH:2]([N:4]1[CH:8]=[C:7]([C:9]([OH:11])=[O:10])[C:6]([CH3:12])=[N:5]1)[CH3:3].[CH3:13][Si](C=[N+]=[N-])(C)C>C1C=CC=CC=1.CO>[CH3:3][CH:2]([N:4]1[CH:8]=[C:7]([C:9]([O:11][CH3:13])=[O:10])[C:6]([CH3:12])=[N:5]1)[CH3:1]. Procedure details: To a solution of 1-(1-methylethyl)-3-methyl-1H-pyrazole-4-carboxylic acid (2.00 g, 11.9 mmol) in benzene (15.9 mL) and methanol (7.93 mL) at room temperature was added 2M trimethylsilyldiazomethane (23.8 mL). The resulting solution was stirred at room temperature for 3 hours. Solvent was removed at reduced pressure on a rotary evaporator to yield the title compound (2.17 g, 111.89 mmol, 100% yield) as a white solid. The reactants are O=C([O-])[O-], CN(C)C=O, [K+], [K+], [Na+], C=CC(C)=O, [OH-], COc1ccc(C=O)c(O)c1, c1ccncc1. The product is COc1ccc2c(c1)OCC(C(C)=O)=C2. RXN SMILES: [C:23](=[O:24])([O-:25])[O-:26].[CH3:31][N:32]([CH3:33])[CH:34]=[O:35].[K+:27].[K+:28].[Na+:30].[O:12]=[C:13]([CH:14]=[CH2:15])[CH3:16].[OH-:29].[OH:1][c:2]1[c:3]([CH:4]=[O:5])[cH:6][cH:7][c:8]([O:10][CH3:11])[cH:9]1.[cH:17]1[cH:18][cH:19][n:20][cH:21][cH:22]1>>[O:1]1[c:2]2[c:3]([cH:6][cH:7][c:8]([O:10][CH3:11])[cH:9]2)[CH:4]=[C:14]([C:13](=[O:12])[CH3:16])[CH2:15]1. Starting materials: ClC=1N=CN(C1C1=CC(=C(C=C1)OC)F)C1=CC=C(C=C1)S(=O)(=O)NP(O)(O)=O (N-[4-[4-Chloro-5-(3-fluoro-4-methoxyphenyl)imidazol-1-yl]phenylsulfonyl]phosphoramidic Acid), [OH-].[Na+] (NaOH). Yields the product ClC=1N=CN(C1C1=CC(=C(C=C1)OC)F)C1=CC=C(C=C1)S(=O)(=O)NP([O-])([O-])=O.[Na+].[Na+].[Na+] (Trisodium N-[4-[4-chloro-5-(3-fluoro-4-methoxyphenyl)imidazol-1-yl]phenylsulfonyl]phosphoramidate). RXN SMILES: [Cl:1][C:2]1[N:3]=[CH:4][N:5]([C:16]2[CH:21]=[CH:20][C:19]([S:22]([NH:25][P:26](=[O:29])([OH:28])[OH:27])(=[O:24])=[O:23])=[CH:18][CH:17]=2)[C:6]=1[C:7]1[CH:12]=[CH:11][C:10]([O:13][CH3:14])=[C:9]([F:15])[CH:8]=1.[OH-].[Na+:31]>>[Cl:1][C:2]1[N:3]=[CH:4][N:5]([C:16]2[CH:17]=[CH:18][C:19]([S:22]([NH:25][P:26](=[O:27])([O-:28])[O-:29])(=[O:23])=[O:24])=[CH:20][CH:21]=2)[C:6]=1[C:7]1[CH:12]=[CH:11][C:10]([O:13][CH3:14])=[C:9]([F:15])[CH:8]=1.[Na+:31].[Na+:31].[Na+:31] |f:1.2,3.4.5.6|. Reported procedure: Following a similar procedure to that described in example 2, but using N-[4-[4-chloro-5-(3-fluoro-4-methoxyphenyl)imidazol-1-yl]phenylsulfonyl]-phosphoramidic acid (obtained in example 6) instead of diethyl N-[4-[4-chloro-5-(3-fluoro-4-methoxyphenyl)imidazol-1-yl]phenylsulfonyl]phosphoramidate and 3 equivalents of NaOH instead of 1, and recrystallizing then the crude product obtained from PriOH, the title compound of the example was obtained as a white solid. Reaction SMILES: I[C:2]1[CH:7]=[CH:6][C:5]([NH:8][CH2:9][CH2:10][N:11]2[CH2:16][CH2:15][CH:14]([CH3:17])[CH2:13][CH2:12]2)=[C:4]([CH3:18])[CH:3]=1.[Cl:19][C:20]1[CH:25]=[CH:24][C:23]([C:26]2[CH:27]=[CH:28][C:29]([C:32]#[CH:33])=[N:30][CH:31]=2)=[CH:22][CH:21]=1>>[Cl:19][C:20]1[CH:21]=[CH:22][C:23]([C:26]2[CH:27]=[CH:28][C:29]([C:32]#[C:33][C:2]3[CH:7]=[CH:6][C:5]([NH:8][CH2:9][CH2:10][N:11]4[CH2:16][CH2:15][CH:14]([CH3:17])[CH2:13][CH2:12]4)=[C:4]([CH3:18])[CH:3]=3)=[N:30][CH:31]=2)=[CH:24][CH:25]=1. The reactants are IC1=CC(=C(C=C1)NCCN1CCC(CC1)C)C ((4-iodo-2-methylphenyl)-[2-(4-methylpiperidin-1-yl)ethyl]amine), ClC1=CC=C(C=C1)C=1C=CC(=NC1)C#C (5-(4-chlorophenyl)-2-ethynylpyridine). Yields the product ClC1=CC=C(C=C1)C=1C=CC(=NC1)C#CC1=CC(=C(C=C1)NCCN1CCC(CC1)C)C ({4-[5-(4-chlorophenyl)pyridin-2-ylethynyl]-2-methylphenyl}-[2-(4-methylpiperidin-1-yl)ethyl]amine). Procedure: The product was prepared analogously to Example 7.1e starting from (4-iodo-2-methylphenyl)-[2-(4-methylpiperidin-1-yl)ethyl]amine and 5-(4-chlorophenyl)-2-ethynylpyridine. Yield: 60 mg (20% of theoretical); C28H30ClN3 (M=444.011); calc.: molpeak (M+H)+444/446 (Cl); found molpeak (M+H)+: 444/446 (Cl); HPLC-MS: 5.53 minutes (method B). The reactants are C(C)(=O)O[C@@H]1[C@@H]([C@H]([C@H](O[C@@H]1COCC1=CC=CC=C1)OC[C@@H]1[C@H]([C@@H]([C@H]([C@@H](OC)O1)OCC1=CC=CC=C1)OCC1=CC=CC=C1)OCC1=CC=CC=C1)OCC1=CC=CC=C1)OCC1=CC=CC=C1 (Methyl 6-O-(4-O-acetyl-2,3,6-tri-O-benzyl-α-D-galactopyranosyl)-2,3,4-tri-O-benzyl-α-D-glucopyranoside), CO (methanol). The reagents and catalysts are C[O-].[Na+] (sodium methoxide). The solvent is C1(=CC=CC=C1)C (toluene). Run at time 2 hour. Yields the product C(C1=CC=CC=C1)O[C@H]1[C@@H](OC)O[C@@H]([C@H]([C@@H]1OCC1=CC=CC=C1)OCC1=CC=CC=C1)CO[C@@H]1[C@H](OCC2=CC=CC=C2)[C@@H](OCC2=CC=CC=C2)[C@@H](O)[C@H](O1)COCC1=CC=CC=C1 (methyl 2,3,4-tri-O-benzyl-6-O-(2,3,6-tri-O-benzyl-α-D-galactopyranosyl)-α-D -glucopyranoside). Reaction SMILES: C([O:4][C@H:5]1[C@@H:10]([CH2:11][O:12][CH2:13][C:14]2[CH:19]=[CH:18][CH:17]=[CH:16][CH:15]=2)[O:9][C@H:8]([O:20][CH2:21][C@H:22]2[O:29][C@H:26]([O:27][CH3:28])[C@H:25]([O:30][CH2:31][C:32]3[CH:37]=[CH:36][CH:35]=[CH:34][CH:33]=3)[C@@H:24]([O:38][CH2:39][C:40]3[CH:45]=[CH:44][CH:43]=[CH:42][CH:41]=3)[C@@H:23]2[O:46][CH2:47][C:48]2[CH:53]=[CH:52][CH:51]=[CH:50][CH:49]=2)[C@H:7]([O:54][CH2:55][C:56]2[CH:61]=[CH:60][CH:59]=[CH:58][CH:57]=2)[C@H:6]1[O:62][CH2:63][C:64]1[CH:69]=[CH:68][CH:67]=[CH:66][CH:65]=1)(=O)C.CO>C1(C)C=CC=CC=1.C[O-].[Na+]>[CH2:31]([O:30][C@@H:25]1[C@@H:24]([O:38][CH2:39][C:40]2[CH:41]=[CH:42][CH:43]=[CH:44][CH:45]=2)[C@H:23]([O:46][CH2:47][C:48]2[CH:53]=[CH:52][CH:51]=[CH:50][CH:49]=2)[C@@H:22]([CH2:21][O:20][C@H:8]2[O:9][C@H:10]([CH2:11][O:12][CH2:13][C:14]3[CH:15]=[CH:16][CH:17]=[CH:18][CH:19]=3)[C@H:5]([OH:4])[C@H:6]([O:62][CH2:63][C:64]3[CH:65]=[CH:66][CH:67]=[CH:68][CH:69]=3)[C@H:7]2[O:54][CH2:55][C:56]2[CH:57]=[CH:58][CH:59]=[CH:60][CH:61]=2)[O:29][C@@H:26]1[O:27][CH3:28])[C:32]1[CH:37]=[CH:36][CH:35]=[CH:34][CH:33]=1 |f:3.4|. Procedure details: Methyl 6-O-(4-O-acetyl-2,3,6-tri-O-benzyl-α-D-galactopyranosyl)-2,3,4-tri-O-benzyl-α-D-glucopyranoside (2.314 g, 2.46 mmol) is dissolved in hot toluene (20 ml) and methanol (80 ml) is added, followed by a few drops of 1 M methanolic sodium methoxide. The mixture is stirred at room temperature during 2 h. The reaction mixture is made neutral with Amberlite IR 120 (H+) resin, filtered and concentrated under reduced pressure so as to afford methyl 2,3,4-tri-O-benzyl-6-O-(2,3,6-tri-O-benzyl-α-D-gala...